Dataset: the Open Reaction Database (ORD), a public repository of structured organic reaction records. Task: describe an organic reaction: reactants, conditions, products, and yield The reactants are S(N)([O-])(=O)=O.[NH4+] (ammonium sulfamate), N12CCCCCC2=NCCC1 (1,8-diazabicyclo[5.4.0]undec-7-ene). Yields the product S(N)([O-])(=O)=O.[NH+]12CCCCCC2=NCCC1 (1,8-Diazabicyclo[5.4.0]undec-7-enium sulfamate). As a reaction SMILES: [S:1](=[O:5])(=[O:4])([O-:3])[NH2:2].[NH4+].[N:7]12[CH2:17][CH2:16][CH2:15][N:14]=[C:13]1[CH2:12][CH2:11][CH2:10][CH2:9][CH2:8]2>>[S:1](=[O:4])(=[O:3])([O-:5])[NH2:2].[NH+:7]12[CH2:17][CH2:16][CH2:15][N:14]=[C:13]1[CH2:12][CH2:11][CH2:10][CH2:9][CH2:8]2 |f:0.1,3.4|. Procedure details: 57.1 g (0.5 mol) of ammonium sulfamate were introduced into a 500 ml stirred reactor fitted with nitrogen inlet and separate feed device and suspended in 200 ml of methanol. Over the course of 30 minutes 76.1 g (0.5 mol) of 1,8-diazabicyclo[5.4.0]undec-7-ene (DBU) were added, where upon the reaction mixture was solubilized. The mixture was stirred over night at ambient temperature and then the solvent was evaporated and the remaining solid dried in vacuo. Starting materials: ClC=1C=C(C=CC1)C1=C(N=C(S1)C)C(=O)O (5-(3-chloro-phenyl)-2-methyl-thiazole-4-carboxylic acid), N1C[C@@H](CCC1)NC(=O)C1=C(N=C2SC=CN21)C ((R)-6-methyl-imidazo[2,1-b]-thiazole-5-carboxylic acid-piperidin-3-ylamide). Product: ClC=1C=C(C=CC1)C1=C(N=C(S1)C)C(=O)N1C[C@@H](CCC1)NC(=O)C1=C(N=C2SC=CN21)C ((R)-6-Methyl-imidazo[2,1-b]thiazole-5-carboxylic acid{1-[5-(3-chloro-phenyl)-2-methyl-thiazole-4-carbonyl]-piperidin-3-yl}-amide). Reaction SMILES: [Cl:1][C:2]1[CH:3]=[C:4]([C:8]2[S:12][C:11]([CH3:13])=[N:10][C:9]=2[C:14]([OH:16])=O)[CH:5]=[CH:6][CH:7]=1.[NH:17]1[CH2:22][CH2:21][CH2:20][C@@H:19]([NH:23][C:24]([C:26]2[N:33]3[C:29]([S:30][CH:31]=[CH:32]3)=[N:28][C:27]=2[CH3:34])=[O:25])[CH2:18]1>>[Cl:1][C:2]1[CH:3]=[C:4]([C:8]2[S:12][C:11]([CH3:13])=[N:10][C:9]=2[C:14]([N:17]2[CH2:22][CH2:21][CH2:20][C@@H:19]([NH:23][C:24]([C:26]3[N:33]4[C:29]([S:30][CH:31]=[CH:32]4)=[N:28][C:27]=3[CH3:34])=[O:25])[CH2:18]2)=[O:16])[CH:5]=[CH:6][CH:7]=1. Reported procedure: prepared by reaction of 5-(3-chloro-phenyl)-2-methyl-thiazole-4-carboxylic acid with (R)-6-methyl-imidazo[2,1-b]-thiazole-5-carboxylic acid-piperidin-3-ylamide. The reactants are FC1=C(C=C(C(=C1)F)F)[N+](=O)[O-] (2,4,5-trifluoro-nitrobenzene), ( a ), CC(C(=O)OCC)C(=O)OCC (diethyl methylmalonate), [OH-].[Na+] (sodium hydroxide). The solvent is CN(C)C=O (DMF). Yields the product FC1=C(C=C(C(=C1)[N+](=O)[O-])F)C(C(=O)OCC)(C(=O)OCC)C (diethyl 2-(2,5-difluoro-4-nitrophenyl)-2-methylmalonate). Isolated yield 92.0%. As a reaction SMILES: [F:1][C:2]1[CH:7]=[C:6](F)[C:5]([F:9])=[CH:4][C:3]=1[N+:10]([O-:12])=[O:11].[CH3:13][CH:14]([C:20]([O:22][CH2:23][CH3:24])=[O:21])[C:15]([O:17][CH2:18][CH3:19])=[O:16].[OH-].[Na+]>CN(C=O)C>[F:9][C:5]1[CH:4]=[C:3]([N+:10]([O-:12])=[O:11])[C:2]([F:1])=[CH:7][C:6]=1[C:14]([CH3:13])([C:15]([O:17][CH2:18][CH3:19])=[O:16])[C:20]([O:22][CH2:23][CH3:24])=[O:21] |f:2.3|. Procedure details: A solution of commercially available 2,4,5-trifluoro-nitrobenzene (25a) (5.0 mL, 43.5 mmol), diethyl methylmalonate (6.2 mL, 36.1 mmol), and sodium hydroxide (1.57 g, 39.1 mmol) in DMF (55 mL) was allowed to react in the same manner as in (a) in Production Example 1. The crude product was subjected to silica gel column chromatography and elution with an n-hexane/ethyl acetate (10:1) solution to give 11.0 g (76%) of compound (26a) of interest as clear brown oil. Starting materials: COC(=O)C=1N=NN(C1)[C@@H]1CC[C@@H](CC1)NC(CC1=C(C=CC=C1F)Cl)=O (1-{cis-4-[2-(2-Chloro-6-fluoro-phenyl)-acetylamino]-cyclohexyl}-1H-[1,2,3]triazole-4-carboxylic acid methyl ester), O[Li].O (LiOH.H2O), CCOC(=O)C (EtOAc). The solvent is C1CCOC1 (THF), CO (MeOH), O (H2O), O (H2O). Run at temperature 60 celsius, time 1 hour. Yields the product ClC1=C(C(=CC=C1)F)CC(=O)N[C@H]1CC[C@H](CC1)N1N=NC(=C1)C(=O)O (1-{cis-4-[2-(2-Chloro-6-fluoro-phenyl)-acetylamino]-cyclohexyl}-1H-[1,2,3]triazol-4-carboxylic acid). Isolated yield 88.4%. RXN SMILES: C[O:2][C:3]([C:5]1[N:6]=[N:7][N:8]([C@H:10]2[CH2:15][CH2:14][C@@H:13]([NH:16][C:17](=[O:27])[CH2:18][C:19]3[C:24]([F:25])=[CH:23][CH:22]=[CH:21][C:20]=3[Cl:26])[CH2:12][CH2:11]2)[CH:9]=1)=[O:4].O[Li].O.CCOC(C)=O>C1COCC1.CO.O>[Cl:26][C:20]1[CH:21]=[CH:22][CH:23]=[C:24]([F:25])[C:19]=1[CH2:18][C:17]([NH:16][C@@H:13]1[CH2:14][CH2:15][C@H:10]([N:8]2[CH:9]=[C:5]([C:3]([OH:4])=[O:2])[N:6]=[N:7]2)[CH2:11][CH2:12]1)=[O:27] |f:1.2|. Reported procedure: 1-{cis-4-[2-(2-Chloro-6-fluoro-phenyl)-acetylamino]-cyclohexyl}-1H-[1,2,3]triazole-4-carboxylic acid methyl ester (400 mg) was dissolved in a mixture of THF (3.2 ml)/MeOH (3.2 ml)/H2O (1.6 ml) and LiOH.H2O (43 mg) was added. The reaction mixture was stirred 1 h at 60° C., then it was poured on a mixture of H2O (35 ml) and EtOAc (35 ml). The aqueous layer was collected, acidified with 1 M HCl to pH<4 and extracted with EtOAc (2×35 ml). After drying over Na2SO4 the solvent was evaporated to yield ... The reactants are NC=1C=CC=2N(C1)C=C(N2)C(=O)OCC (ethyl 6-aminoimidazo[1,2-a]pyridine-2-carboxylate), C(C)(=O)OC(C)=O (acetic anhydride). The product is C(C)(=O)NC=1C=CC=2N(C1)C=C(N2)C(=O)OCC (ethyl 6-acetamidoimidazo[1,2-a]pyridine-2-carboxylate). Reaction SMILES: [NH2:1][C:2]1[CH:3]=[CH:4][C:5]2[N:6]([CH:8]=[C:9]([C:11]([O:13][CH2:14][CH3:15])=[O:12])[N:10]=2)[CH:7]=1.[C:16](OC(=O)C)(=[O:18])[CH3:17]>>[C:16]([NH:1][C:2]1[CH:3]=[CH:4][C:5]2[N:6]([CH:8]=[C:9]([C:11]([O:13][CH2:14][CH3:15])=[O:12])[N:10]=2)[CH:7]=1)(=[O:18])[CH3:17]. Procedure: A suspension of 0.2 g of ethyl 6-aminoimidazo[1,2-a]pyridine-2-carboxylate (Heterocycles, 38(7), 1527 (1994)) in 1 ml of acetic anhydride is heated at reflux for 45 minutes. The reaction mixture is concentrated under reduced pressure; the residue is taken up in water and basified by addition of a 1N sodium hydroxide solution. The solid is filtered off and dried to give 150 mg of ethyl 6-acetamidoimidazo[1,2-a]pyridine-2-carboxylate in the form of an ecru solid. Reactants: CCOC(=O)c1ccc(CCCc2ccccc2NCc2ccccc2)cc1, CO, [Na+], [OH-]. Product: O=C(O)c1ccc(CCCc2ccccc2NCc2ccccc2)cc1. RXN SMILES: [CH2:1]([c:2]1[cH:3][cH:4][cH:5][cH:6][cH:7]1)[NH:8][c:9]1[c:10]([CH2:15][CH2:16][CH2:17][c:18]2[cH:19][cH:20][c:21]([C:22](=[O:23])[O:24][CH2:25][CH3:26])[cH:27][cH:28]2)[cH:11][cH:12][cH:13][cH:14]1.[CH3:31][OH:32].[Na+:30].[OH-:29]>>[CH2:1]([c:2]1[cH:3][cH:4][cH:5][cH:6][cH:7]1)[NH:8][c:9]1[c:10]([CH2:15][CH2:16][CH2:17][c:18]2[cH:19][cH:20][c:21]([C:22](=[O:23])[OH:24])[cH:27][cH:28]2)[cH:11][cH:12][cH:13][cH:14]1.